From a dataset of the Open Reaction Database (ORD), a public repository of structured organic reaction records. describe an organic reaction: reactants, conditions, products, and yield Reactants: ClC1=CC(=NC=C1C#N)NC(=O)N1CCCC2=CC=C(N=C12)C(OC)OC (N-(4-chloro-5-cyanopyridin-2-yl)-7-(dimethoxymethyl)-3,4-dihydro-1,8-naphthyridine-1(2H)-carboxamide), ClC1=CC(=NC=C1C#N)NC(=O)N1CCCC2=CC=C(N=C12)C(OC)OC (N-(4-chloro-5-cyanopyridin-2-yl)-7-(dimethoxymethyl)-3,4-dihydro-1,8-naphthyridine-1(2H)-carboxamide), N1CCOCC1 (morpholine). The solvent is CC(=O)N(C)C (DMA), CCOC(=O)C (EtOAc). Run at temperature 100 celsius, time 1 hour. Yields the product C(#N)C=1C(=CC(=NC1)NC(=O)N1CCCC2=CC=C(N=C12)C(OC)OC)N1CCOCC1 (N-(5-cyano-4-morpholinopyridin-2-yl)-7-(dimethoxymethyl)-3,4-dihydro-1,8-naphthyridine-1(2H)-carboxamide). As a reaction SMILES: Cl[C:2]1[C:7]([C:8]#[N:9])=[CH:6][N:5]=[C:4]([NH:10][C:11]([N:13]2[C:22]3[C:17](=[CH:18][CH:19]=[C:20]([CH:23]([O:26][CH3:27])[O:24][CH3:25])[N:21]=3)[CH2:16][CH2:15][CH2:14]2)=[O:12])[CH:3]=1.[NH:28]1[CH2:33][CH2:32][O:31][CH2:30][CH2:29]1>CC(N(C)C)=O.CCOC(C)=O>[C:8]([C:7]1[C:2]([N:28]2[CH2:33][CH2:32][O:31][CH2:30][CH2:29]2)=[CH:3][C:4]([NH:10][C:11]([N:13]2[C:22]3[C:17](=[CH:18][CH:19]=[C:20]([CH:23]([O:26][CH3:27])[O:24][CH3:25])[N:21]=3)[CH2:16][CH2:15][CH2:14]2)=[O:12])=[N:5][CH:6]=1)#[N:9]. Procedure details: N-(4-chloro-5-cyanopyridin-2-yl)-7-(dimethoxymethyl)-3,4-dihydro-1,8-naphthyridine-1(2H)-carboxamide (intermediate 2J, 60 mg, 0.155 mmol) and morpholine (500 μl, 5.74 mmol) were dissolved in DMA (1 ml) under argon. The mixture was stirred at 100° C. for 1 h. The reaction mixture was cooled to room temperature, diluted in EtOAc and washed 2× with NH4Cl aq sat and 1× with brine. The combined organic layers were dried over Na2SO4, filtered and concentrated under reduced pressure. The crude material... Reactants: C(C)N(S(=O)(=O)C1=CC(=C(C=C1)OC)NN)CC (N,N-diethyl-3-hydrazino-4-methoxybenzenesulfonamide), C(C)CCCC(=O)CC(=O)[O-] (ethylbutyrylacetate). The product is C(C)N(S(=O)(=O)C1=CC(=C(C=C1)OC)N1N=C(CC1=O)CCC)CC (N,N-diethyl-3-(4,5-dihydro-5-oxo-3-propyl-1H-pyrazol-1-yl)-4-methoxybenzenesulfonamide). As a reaction SMILES: [CH2:1]([N:3]([CH2:17][CH3:18])[S:4]([C:7]1[CH:12]=[CH:11][C:10]([O:13][CH3:14])=[C:9]([NH:15][NH2:16])[CH:8]=1)(=[O:6])=[O:5])[CH3:2].[CH2:19]([CH2:21][CH2:22][CH2:23][C:24](CC([O-])=O)=[O:25])[CH3:20]>>[CH2:17]([N:3]([CH2:1][CH3:2])[S:4]([C:7]1[CH:12]=[CH:11][C:10]([O:13][CH3:14])=[C:9]([N:15]2[C:24](=[O:25])[CH2:23][C:22]([CH2:21][CH2:19][CH3:20])=[N:16]2)[CH:8]=1)(=[O:5])=[O:6])[CH3:18]. Procedure: From the reaction of N,N-diethyl-3-hydrazino-4-methoxybenzenesulfonamide and ethylbutyrylacetate, N,N-diethyl-3-(4,5-dihydro-5-oxo-3-propyl-1H-pyrazol-1-yl)-4-methoxybenzenesulfonamide is obtained. Subsequent reaction with 2-ethylaniline yields N,N-diethyl-3-(4-(2-ethylanilinomethylene)-4,5-dihydro-5-oxo-3-propyl-1H-pyrazol-1-yl)-4-methoxybenzenesulfonamide, oil Reported procedure: Ethanol (80 ml) and 2.64 g (40.0 mmoles) of 85% potassium hydroxide were added to 5.0 g (13.3 mmoles) of ethyl 2-(4-benzylpiperazino)-4-chloromethylpyrimidine-5-carboxylate (produced in accordance with Referential Example 41 of Japanese Laid-Open Patent Publication No. 140568/1986), and the mixture was refluxed for 30 minutes. Ethanol was evaporated under reduced pressure. The residue was dissolved in water, and adjusted to pH about 4 with concentrated hydrochloric acid. The crystals that formed... Starting materials: [OH-].[K+] (potassium hydroxide), C(C1=CC=CC=C1)N1CCN(CC1)C1=NC=C(C(=N1)CCl)C(=O)OCC (ethyl 2-(4-benzylpiperazino)-4-chloromethylpyrimidine-5-carboxylate). The product is C(C1=CC=CC=C1)N1CCN(CC1)C1=NC=C(C(=N1)CO)C(=O)O (2-(4-benzylpiperazino)-4-hydroxymethylpyrimidine-5-carboxylic acid). As a reaction SMILES: [OH-:1].[K+].[CH2:3]([N:10]1[CH2:15][CH2:14][N:13]([C:16]2[N:21]=[C:20]([CH2:22]Cl)[C:19]([C:24]([O:26]CC)=[O:25])=[CH:18][N:17]=2)[CH2:12][CH2:11]1)[C:4]1[CH:9]=[CH:8][CH:7]=[CH:6][CH:5]=1>C(O)C>[CH2:3]([N:10]1[CH2:15][CH2:14][N:13]([C:16]2[N:21]=[C:20]([CH2:22][OH:1])[C:19]([C:24]([OH:26])=[O:25])=[CH:18][N:17]=2)[CH2:12][CH2:11]1)[C:4]1[CH:9]=[CH:8][CH:7]=[CH:6][CH:5]=1 |f:0.1|. Isolated yield 44.2%. Run in C(C)O (Ethanol). Starting materials: [O-]CC.[Na+] (sodium ethoxide), C(C)OC(C(C(=O)OCC)=COCC)=O (ethoxymethylene malonic acid diethyl ester), C(C)(C)NN (isopropylhydrazine), Cl (hydrochloric acid). Run at temperature 80 celsius, time 4 hour. Yield: 35.1%. Yields the product C(C)OC(=O)C=1C(=NN(C1)C(C)C)O (3-Hydroxy-1-isopropylpyrazole-4-carboxylic acid ethyl ester). Reported procedure: To a solution of sodium ethoxide (23 g) in ethanol (150 mL) were added ethoxymethylene malonic acid diethyl ester (32.7 g) and isopropylhydrazine (11.2 g) at room temperature, and the mixture was stirred at 80° C. for 4 hours and then at 100° C. for 2 hours. The reaction mixture was poured into 2 mol/L hydrochloric acid (300 mL), the mixture was diluted with brine and extracted with ethyl acetate. The organic layer was washed with brine and dried over anhydrous magnesium sulfate. The solvent was... As a reaction SMILES: [O-]CC.[Na+].C(O[C:8](=[O:19])[C:9](=[CH:15]OCC)[C:10]([O:12][CH2:13][CH3:14])=[O:11])C.[CH:20]([NH:23][NH2:24])([CH3:22])[CH3:21].Cl>C(O)C.[Cl-].[Na+].O>[CH2:13]([O:12][C:10]([C:9]1[C:8]([OH:19])=[N:24][N:23]([CH:20]([CH3:22])[CH3:21])[CH:15]=1)=[O:11])[CH3:14] |f:0.1,6.7.8|. Solvent: C(C)O (ethanol), [Cl-].[Na+].O (brine).